Dataset: the Open Reaction Database (ORD), a public repository of structured organic reaction records. Task: describe an organic reaction: reactants, conditions, products, and yield Starting materials: C(C)(=O)[O-].[K+] (Potassium acetate), OC(CC(=O)O)C(CC=C)C1CCCC1 (3-hydroxy-4-cyclopentylhept-6-enoic acid), ice water. The solvent is C(C)(=O)OC(C)=O (acetic anhydride). Reaction conditions: time 1 hour. Yields the product C1(CCCC1)C=1CC2CC(C2C1)=O (3-Cyclopentylbicyclo[3.2.0]hept-3-en-6-one). As a reaction SMILES: C([O-])(=O)C.[K+].O[CH:7]([CH:12]([CH:16]1[CH2:20][CH2:19][CH2:18][CH2:17]1)[CH2:13][CH:14]=[CH2:15])[CH2:8][C:9]([OH:11])=O>C(OC(=O)C)(=O)C>[CH:16]1([C:12]2[CH2:13][CH:14]3[CH:8]([CH:7]=2)[C:9](=[O:11])[CH2:15]3)[CH2:20][CH2:19][CH2:18][CH2:17]1 |f:0.1|. Reported procedure: Potassium acetate (4.16 g, 42.4 mmol) was added to an acetic anhydride (20 mL) solution of 3-hydroxy-4-cyclopentylhept-6-enoic acid (4.00 g, 17.7 mmol at the maximum), and the mixture was stirred at room temperature for 1 hour and then stirred at 120° C. for 3.5 hours. The mixture was treated with ice water, followed by extraction with diethyl ether. The organic layer was washed with a saturated aqueous solution of sodium bicarbonate. The organic layer was dried over anhydrous magnesium sulfate.... Starting materials: CC1=CC=C(C=C1)C=1C(=CC=CC1)C=O (4'-methylbiphenyl-2-carbaldehyde), S(=O)(O)[O-].[Na+] (sodium hydrogensulfite), [C-]#N.[K+] (potassium cyanide). Solvent: O (water), O (water), C(C)OCC (diethyl ether). Reaction conditions: time 3 hour. Yields the product OC(C#N)C1=C(C=CC=C1)C1=CC=C(C=C1)C (α-Hydroxy-(4'-methylbiphenyl-2-yl)acetonitrile). Yield: 84.6%. RXN SMILES: [C-:1]#[N:2].[K+].S([O-])(O)=O.[Na+].[CH3:9][C:10]1[CH:15]=[CH:14][C:13]([C:16]2[C:17]([CH:22]=[O:23])=[CH:18][CH:19]=[CH:20][CH:21]=2)=[CH:12][CH:11]=1>O.C(OCC)C>[OH:23][CH:22]([C:17]1[CH:18]=[CH:19][CH:20]=[CH:21][C:16]=1[C:13]1[CH:12]=[CH:11][C:10]([CH3:9])=[CH:15][CH:14]=1)[C:1]#[N:2] |f:0.1,2.3|. Procedure details: A solution of 6.0 g of potassium cyanide dissolved in 6 ml of water and a solution of 14 g of sodium hydrogensulfite dissolved in 35 ml of water were added dropwise at 0° to 5° C. to a solution of 8.00 g of 4'-methylbiphenyl-2-carbaldehyde (prepared as described in Preparation 1) dissolved in 10 ml of diethyl ether, and the resulting mixture was stirred at 5° to 10° C. for 3 hours and then at 20° C. for 30 minutes. At the end of this time, the product was extracted with ethyl acetate. The extrac... The reactants are ClC1=NC(=C2N=CN(C2=N1)C)N1CCOCC1 (4-(2-chloro-9-methyl-9H-purin-6-yl)morpholine), CN(CCN(C)C)C (N,N,N′,N′-tetramethylethylenediamine), C(CCC)[Li] (n-Butyllithium), O=C1CN(CCC1)C(=O)OC(C)(C)C (tert-butyl 3-oxopiperidine-1-carboxylate). Solvent: O1CCCC1 (tetrahydrofuran), C1CCOC1 (THF), C1CCOC1 (THF). Run at temperature -78 celsius, time 15 minute. Product: crude product, ClC1=NC(=C2N=C(N(C2=N1)C)C1(CN(CCC1)C(=O)OC(C)(C)C)O)N1CCOCC1 (tert-butyl 3-(2-chloro-9-methyl-6-morpholino-9H-purin-8-yl)-3-hydroxypiperidine-1-carboxylate). RXN SMILES: [Cl:1][C:2]1[N:10]=[C:9]2[C:5]([N:6]=[CH:7][N:8]2[CH3:11])=[C:4]([N:12]2[CH2:17][CH2:16][O:15][CH2:14][CH2:13]2)[N:3]=1.CN(C)CCN(C)C.C([Li])CCC.[O:31]=[C:32]1[CH2:37][CH2:36][CH2:35][N:34]([C:38]([O:40][C:41]([CH3:44])([CH3:43])[CH3:42])=[O:39])[CH2:33]1>O1CCCC1>[Cl:1][C:2]1[N:10]=[C:9]2[C:5]([N:6]=[C:7]([C:32]3([OH:31])[CH2:37][CH2:36][CH2:35][N:34]([C:38]([O:40][C:41]([CH3:43])([CH3:42])[CH3:44])=[O:39])[CH2:33]3)[N:8]2[CH3:11])=[C:4]([N:12]2[CH2:17][CH2:16][O:15][CH2:14][CH2:13]2)[N:3]=1. Reported procedure: To a stirred solution of 4-(2-chloro-9-methyl-9H-purin-6-yl)morpholine (5.0 g) and N,N,N′,N′-tetramethylethylenediamine (4.46 mL) in tetrahydrofuran (80 mL) at −78° C. was added 2.5 M of n-Butyllithium in THF (17 mL). The solution was stirred at −78° C. for 15 mins then the temp was raised to −40° C. until the solution became clear and dark red (indicating full lithiation). The solution was lowered back to −78° C. and tert-butyl 3-oxopiperidine-1-carboxylate (8.64 g) in 10 mL THF was added slowl... Starting materials: O-acetyloxime, CN1CCC(=CC1)C(C)=NO (1-(1,2,3,6-tetrahydro-1-methyl-4-pyridinyl)ethanone oxime), C(C)(=O)Cl (acetyl chloride). Run in C(C)N(CC)CC (triethylamine). Run at time 8 hour. The product is N1CCC(=CC1)C(C)=O (1-(1,2,3,6-tetrahydro-4-pyridinyl)ethanone). Reaction SMILES: C[N:2]1[CH2:7][CH:6]=[C:5]([C:8](=NO)[CH3:9])[CH2:4][CH2:3]1.C(Cl)(=[O:14])C>C(N(CC)CC)C>[NH:2]1[CH2:7][CH:6]=[C:5]([C:8](=[O:14])[CH3:9])[CH2:4][CH2:3]1. Procedure details: A mixture of 7.66 g of 1-(1,2,3,6-tetrahydro-1-methyl-4-pyridinyl)ethanone oxime, 6.8 ml of triethylamine, and 3.8 ml of acetyl chloride were stirred at room temperature overnight under a nitrogen atmosphere. Isolation of the product in the conventional manner produced 8.07 g of 1-(1,2,3,6-tetrahydro-4-pyridinyl)ethanone, O-acetyloxime which was converted to the hydrochloride salt, mp 104.5°-105.5° C. The reactants are S(N)(=O)(=O)Cl (sulfamoyl chloride), ClC1=C(OCCO)C=CC(=C1)Cl (2-(2,4-dichlorophenoxy)ethanol). The product is S(N)(=O)(=O)OCCOC1=C(C=C(C=C1)Cl)Cl (2-(2,4-Dichlorophenoxy)ethanol sulfamate). RXN SMILES: [S:1](Cl)(=[O:4])(=[O:3])[NH2:2].[Cl:6][C:7]1[CH:16]=[C:15]([Cl:17])[CH:14]=[CH:13][C:8]=1[O:9][CH2:10][CH2:11][OH:12]>>[S:1]([O:12][CH2:11][CH2:10][O:9][C:8]1[CH:13]=[CH:14][C:15]([Cl:17])=[CH:16][C:7]=1[Cl:6])(=[O:4])(=[O:3])[NH2:2]. Reported procedure: The title compound was prepared by the procedures of Example 33 from sulfamoyl chloride and 2-(2,4-dichlorophenoxy)ethanol. The viscous oil obtained solidified and was recrystallized from isopropyl ether to give the solid title compound, mp 75°-77° C., in 35% yield. Reactants: N1=CC=CC=C1 (pyridine), ClC(=O)OCC (ethyl chloroformate), Cl.NC(C(=O)OC)CC1=CC=C(C=C1)Cl (methyl 2-amino-3-(4-chlorophenyl)propanoate hydrochloride). Solvent: C(C)(=O)OCC (ethyl acetate), O (water), C(Cl)Cl (methylene chloride). Reaction conditions: time 1 hour. Yields the product ClC1=CC=C(C=C1)CC(C(=O)OC)NC(=O)OCC (methyl 3-(4-chlorophenyl)-2-(ethoxycarbonylamino)propanoate). Yield: 99.7%. As a reaction SMILES: Cl.[NH2:2][CH:3]([CH2:8][C:9]1[CH:14]=[CH:13][C:12]([Cl:15])=[CH:11][CH:10]=1)[C:4]([O:6][CH3:7])=[O:5].N1C=CC=CC=1.Cl[C:23]([O:25][CH2:26][CH3:27])=[O:24]>C(Cl)Cl.C(OCC)(=O)C.O>[Cl:15][C:12]1[CH:11]=[CH:10][C:9]([CH2:8][CH:3]([NH:2][C:23]([O:25][CH2:26][CH3:27])=[O:24])[C:4]([O:6][CH3:7])=[O:5])=[CH:14][CH:13]=1 |f:0.1|. Procedure details: While under nitrogen, a stirred mixture of methyl 2-amino-3-(4-chlorophenyl)propanoate hydrochloride (3.13 g, 12.5 mmol) in methylene chloride (42 mL) was cooled in an ice-water bath and carefully treated with pyridine (2.23 mL, 27.5 mmol) and ethyl chloroformate (1.27 mL, 13.3 mmol). After stirring for 1 h, the solution was diluted with ethyl acetate (50 mL) and water (50 mL), and the layers were separated. The aqueous phase was re-extracted with ethyl acetate (2×25 mL), and the combined organi... Starting materials: C(CCCCCC)(=O)O (heptanoic acid), CO (methanol), B(F)(F)F (boron trifluoride). The solvent is O (water). Conditions: time 1 hour. Product: C(CCCC)C(C(=O)O)=C (α-Pentylacrylic Acid). As a reaction SMILES: [C:1]([OH:9])(=[O:8])[CH2:2][CH2:3][CH2:4][CH2:5][CH2:6][CH3:7].[CH3:10]O.B(F)(F)F>O>[CH2:3]([C:2](=[CH2:10])[C:1]([OH:9])=[O:8])[CH2:4][CH2:5][CH2:6][CH3:7]. Procedure details: The distilled acid, 20 g, containing 14% of unreacted heptanoic acid, was treated at room temperature (22° C.) with 100 g absolute methanol and 0.4 ml of the methanol complex solution of boron trifluoride. After standing for 1 hr., 100 ml of water was added and the layers were separated. The water was extracted twice with 100 ml portions of hexane. The combined layer was freed from hexane by evaporation, and the residue was fractionally distilled. The forerun 2.7 g, boiling range 77°-120° C. vap...